Dataset: the Open Reaction Database (ORD), a public repository of structured organic reaction records. Task: describe an organic reaction: reactants, conditions, products, and yield Reactants: N1CCNCCNCCNCC1 (cyclen), C(CC(C(=O)O)Br)C(C(=O)O)Br (meso-2,5-dibromoadipic acid), [OH-].[Li+] (lithium hydroxide). The solvent is O (water). Conditions: temperature 60 celsius. Yields the product N1(CCNCCNCCNCC1)C(C(=O)O)CCC(C(=O)O)N1CCNCCNCCNCC1 (2,5-Bis-(1,4,7,10-tetraazacyclododecan-1-yl)hexan-1,6-dioic acid). Isolated yield 51.4%. As a reaction SMILES: [NH:1]1[CH2:12][CH2:11][NH:10][CH2:9][CH2:8][NH:7][CH2:6][CH2:5][NH:4][CH2:3][CH2:2]1.[CH2:13]([CH:20](Br)[C:21]([OH:23])=[O:22])[CH2:14][CH:15](Br)[C:16]([OH:18])=[O:17].[OH-].[Li+]>O>[N:1]1([CH:15]([CH2:14][CH2:13][CH:20]([N:1]2[CH2:12][CH2:11][NH:10][CH2:9][CH2:8][NH:7][CH2:6][CH2:5][NH:4][CH2:3][CH2:2]2)[C:21]([OH:23])=[O:22])[C:16]([OH:18])=[O:17])[CH2:12][CH2:11][NH:10][CH2:9][CH2:8][NH:7][CH2:6][CH2:5][NH:4][CH2:3][CH2:2]1 |f:2.3|. Reported procedure: A mixture of cyclen (60.75 g, 350 mmol), meso-2,5-dibromoadipic acid (10.57 g, 35 mmol), and 1M lithium hydroxide (70 mL, 70 mmol) in water (104 mL) was heated to 60° C. under nitrogen for 170 hours. After cooling to ambient temperature, the reaction mixture was applied to an AG1X8 anion exchange column [400 mL (OH-form)]. The column was washed thoroughly with water (4 L), and the product was eluted with 0.5M acetic acid (2 L). Fractions containing product were combined, chased with water (3×200... Reactants: C=CC(O)c1cccc(C)n1, C=CC(C#N)c1cccc(C)n1, C=CC(Cl)c1cccc(C)n1, N#C[Na], O=S(Cl)Cl, S. Yields the product C=CC(C(N)=S)c1cccc(C)n1. As a reaction SMILES: [CH3:13][c:14]1[n:15][c:16]([CH:17]([OH:18])[CH:19]=[CH2:20])[cH:21][cH:22][cH:23]1.[CH3:1][c:2]1[cH:3][cH:4][cH:5][c:6]([CH:8]([C:9]#[N:10])[CH:11]=[CH2:12])[n:7]1.[Cl:28][CH:29]([c:30]1[cH:31][cH:32][cH:33][c:34]([CH3:35])[n:36]1)[CH:37]=[CH2:38].[Na:39][C:40]#[N:41].[S:24]([Cl:25])([Cl:26])=[O:27].[SH2:42]>>[CH3:1][c:2]1[cH:3][cH:4][cH:5][c:6]([CH:8]([C:9]([NH2:10])=[S:24])[CH:11]=[CH2:12])[n:7]1. Starting materials: CCO, ClC(Cl)Cl, CC(C)c1ccc2c(c1)C(Cl)Cc1ccc(F)cc1S2, OCCCN1CCNCC1. Yields the product CC(C)c1ccc2c(c1)C(N1CCN(CCCO)CC1)Cc1ccc(F)cc1S2. Reaction SMILES: [CH3:35][CH2:36][OH:37].[CH:31]([Cl:32])([Cl:33])[Cl:34].[Cl:1][CH:2]1[CH2:3][c:4]2[c:5]([cH:16][c:17]([F:20])[cH:18][cH:19]2)[S:6][c:7]2[c:8]1[cH:9][c:10]([CH:13]([CH3:14])[CH3:15])[cH:11][cH:12]2.[OH:21][CH2:22][CH2:23][CH2:24][N:25]1[CH2:26][CH2:27][NH:28][CH2:29][CH2:30]1>>[CH:2]1([N:28]2[CH2:27][CH2:26][N:25]([CH2:24][CH2:23][CH2:22][OH:21])[CH2:30][CH2:29]2)[CH2:3][c:4]2[c:5]([cH:16][c:17]([F:20])[cH:18][cH:19]2)[S:6][c:7]2[c:8]1[cH:9][c:10]([CH:13]([CH3:14])[CH3:15])[cH:11][cH:12]2. Starting materials: ClC/C=C/CCC(=O)NC(C(=O)OCC)C(=O)OCC (Diethyl 4-chlorobut-2E-enylacetamidomalonate), ( 205 ), NC(C(=O)OCC)CCCCSCC(=O)OCC (diethyl 2-amino-7-thia-nonanedioate). The product is ClC\C=C/CCC(=O)NC(C(=O)OCC)C(=O)OCC (Diethyl 4-chlorobut-2Z-enylacetamidomalonate). As a reaction SMILES: [Cl:1][CH2:2]/[CH:3]=[CH:4]/[CH2:5][CH2:6][C:7]([NH:9][CH:10]([C:16]([O:18][CH2:19][CH3:20])=[O:17])[C:11]([O:13][CH2:14][CH3:15])=[O:12])=[O:8].NC(CCCCSCC(OCC)=O)C(OCC)=O>>[Cl:1][CH2:2]/[CH:3]=[CH:4]\[CH2:5][CH2:6][C:7]([NH:9][CH:10]([C:16]([O:18][CH2:19][CH3:20])=[O:17])[C:11]([O:13][CH2:14][CH3:15])=[O:12])=[O:8]. Procedure details: Diethyl 4-chlorobut-2E-enylacetamidomalonate (Chem. Eng. Data. (1970) (205), respectively, in an analogous manner to that described above for diethyl 2-amino-7-thia-nonanedioate, and used in Examples 64 to 66. Starting materials: O=C(c1ncc[nH]1)c1ncc[nH]1, CC(=O)O, CCn1cc(C(=O)O)c(=O)c2cc(I)sc21, NCc1ccc(Cl)cc1, CN(C)C=O. Yields the product CCn1cc(C(=O)NCc2ccc(Cl)cc2)c(=O)c2cc(I)sc21. Reaction SMILES: [C:1]([c:2]1[nH:3][cH:4][cH:5][n:6]1)([c:7]1[nH:8][cH:9][cH:10][n:11]1)=[O:12].[C:38]([OH:39])(=[O:40])[CH3:41].[CH2:13]([CH3:14])[n:15]1[c:16]2[c:17]([c:18](=[O:24])[c:19]([C:21](=[O:22])[OH:23])[cH:20]1)[cH:25][c:26]([I:28])[s:27]2.[Cl:29][c:30]1[cH:31][cH:32][c:33]([CH2:34][NH2:35])[cH:36][cH:37]1.[O:42]=[CH:43][N:44]([CH3:45])[CH3:46]>>[CH2:13]([CH3:14])[n:15]1[c:16]2[c:17]([c:18](=[O:24])[c:19]([C:21](=[O:23])[NH:35][CH2:34][c:33]3[cH:32][cH:31][c:30]([Cl:29])[cH:37][cH:36]3)[cH:20]1)[cH:25][c:26]([I:28])[s:27]2. Starting materials: CI (methyl iodide), BrC=1C=CC(NC1)=O (5-bromopyridin-2(1H)-one). The reagents and catalysts are C([O-])([O-])=O.[Ag+2] (Silver carbonate). Solvent: C1=CC=CC=C1 (benzene). Run at temperature 50 celsius, time 16 hour. Yields the product BrC=1C=CC(=NC1)OC (5-Bromo-2-methoxypyridine). The yield is 74.0%. As a reaction SMILES: [CH3:1]I.[Br:3][C:4]1[CH:5]=[CH:6][C:7](=[O:10])[NH:8][CH:9]=1>C1C=CC=CC=1.C(=O)([O-])[O-].[Ag+2]>[Br:3][C:4]1[CH:5]=[CH:6][C:7]([O:10][CH3:1])=[N:8][CH:9]=1 |f:3.4|. Reported procedure: Silver carbonate (16.0 g, 57.8 mmol) and methyl iodide (6.5 mL, 103 mmol) were sequentially added to a solution of 5-bromopyridin-2(1H)-one (15.0 g, 86.2 mmol) in benzene (225 mL). The mixture was stirred for 16 h at 50° C. After cooling to room temperature, the mixture was filtered through celite and concentrated. Purification by chromatography using 1-5% ethyl acetate in pet ether provided 12 g of the desired compound: 1H NMR (300 MHz, CDCl3) 8.15-8.25 (narrow m, 1H), 7.63 (dd, J=9, 3 Hz, 1H),...